Dataset: the Open Reaction Database (ORD), a public repository of structured organic reaction records. Task: describe an organic reaction: reactants, conditions, products, and yield Reactants: C(=O)(O)C1=CC=C(C=N1)/C=C/C(=O)NCC(=O)N(C)C=1C(=C(COC2=CC=CC=3N(C(=NC32)OC)C)C(=CC1)Cl)Cl (4-[3-[N-[(E)-3-(6-carboxypyridin-3-yl)acryloylglycyl]-N-methylamino]-2,6-dichlorobenzyloxy]-2-methoxy-1-methyl-1H-benzimidazole), NC1=CC=NC=C1 (4-aminopyridine), Cl.C(C)N=C=NCCCN(C)C (1-ethyl-3-(3-dimethylaminopropyl)carbodiimide hydrochloride), ON1N=NC2=C1C=CC=C2 (1-hydroxybenzotriazole). Solvent: CN(C=O)C (N,N-dimethylformamide), O (water). Run at temperature 50 celsius, time 1 day. The product is ClC1=C(COC2=CC=CC=3N(C(=NC32)OC)C)C(=CC=C1N(C(CNC(\C=C\C=1C=NC(=CC1)C(NC1=CC=NC=C1)=O)=O)=O)C)Cl (4-[2,6-dichloro-3-[N-methyl-N-[(E)-3-[6-(4-pyridylcarbamoyl)pyridin-3-yl]acryloylglycyl]amino]-benzyloxy]-2-methoxy-1-methyl-1H-benzimidazole). Isolated yield 7.7%. RXN SMILES: [C:1]([C:4]1[N:9]=[CH:8][C:7](/[CH:10]=[CH:11]/[C:12]([NH:14][CH2:15][C:16]([N:18]([C:20]2[C:21]([Cl:41])=[C:22]([C:37]([Cl:40])=[CH:38][CH:39]=2)[CH2:23][O:24][C:25]2[C:33]3[N:32]=[C:31]([O:34][CH3:35])[N:30]([CH3:36])[C:29]=3[CH:28]=[CH:27][CH:26]=2)[CH3:19])=[O:17])=[O:13])=[CH:6][CH:5]=1)([OH:3])=O.[NH2:42][C:43]1[CH:48]=[CH:47][N:46]=[CH:45][CH:44]=1.Cl.C(N=C=NCCCN(C)C)C.ON1C2C=CC=CC=2N=N1>CN(C)C=O.O>[Cl:41][C:21]1[C:20]([N:18]([CH3:19])[C:16](=[O:17])[CH2:15][NH:14][C:12](=[O:13])/[CH:11]=[CH:10]/[C:7]2[CH:8]=[N:9][C:4]([C:1](=[O:3])[NH:42][C:43]3[CH:48]=[CH:47][N:46]=[CH:45][CH:44]=3)=[CH:5][CH:6]=2)=[CH:39][CH:38]=[C:37]([Cl:40])[C:22]=1[CH2:23][O:24][C:25]1[C:33]2[N:32]=[C:31]([O:34][CH3:35])[N:30]([CH3:36])[C:29]=2[CH:28]=[CH:27][CH:26]=1 |f:2.3|. Reported procedure: To a solution of 4-[3-[N-[(E)-3-(6-carboxypyridin-3-yl)acryloylglycyl]-N-methylamino]-2,6-dichlorobenzyloxy]-2-methoxy-1-methyl-1H-benzimidazole (90 mg) and 4-aminopyridine (14.3 mg) in N,N-dimethylformamide (2 ml) were added 1-ethyl-3-(3-dimethylaminopropyl)carbodiimide hydrochloride (31.7 mg) and 1-hydroxybenzotriazole (26.4 mg) at ambient temperature, and after standing for 1 day, the mixture was stirred for 8 hours at 50° C. To the mixture was added water, and extracted with ethyl acetate. T...